This data is from the Open Reaction Database (ORD), a public repository of structured organic reaction records. The task is: describe an organic reaction: reactants, conditions, products, and yield Reactants: CCOC(C)=O, CCCCCC, CS(C)=O, CCN(C(C)C)C(C)C, O=C(c1ccc(F)cc1)C1CCNCC1, Cc1ccc(S(=O)(=O)OCC2COc3ccc4c(c3O2)CC(=O)N4)cc1, Cc1ccc(S(=O)(=O)O)cc1. The product is O=C1Cc2c(ccc3c2OC(CN2CCC(C(=O)c4ccc(F)cc4)CC2)CO3)N1. Reaction SMILES: [C:62]([O:63][CH2:64][CH3:65])(=[O:66])[CH3:67].[CH3:68][CH2:69][CH2:70][CH2:71][CH2:72][CH3:73].[CH3:74][S:75]([CH3:76])=[O:77].[CH:53]([N:54]([CH:55]([CH3:56])[CH3:57])[CH2:58][CH3:59])([CH3:60])[CH3:61].[F:38][c:39]1[cH:40][cH:41][c:42]([C:43](=[O:44])[CH:45]2[CH2:46][CH2:47][NH:48][CH2:49][CH2:50]2)[cH:51][cH:52]1.[c:1]1([CH3:2])[cH:3][cH:4][c:5]([S:6]([O:7][CH2:11][CH:12]2[CH2:13][O:14][c:15]3[c:16]([c:17]4[c:21]([cH:22][cH:23]3)[NH:20][C:19](=[O:24])[CH2:18]4)[O:25]2)(=[O:8])=[O:9])[cH:10][cH:26]1.[c:27]1([CH3:28])[cH:29][cH:30][c:31]([S:32]([OH:33])(=[O:34])=[O:35])[cH:36][cH:37]1>>[CH2:11]([CH:12]1[CH2:13][O:14][c:15]2[c:16]([c:17]3[c:21]([cH:22][cH:23]2)[NH:20][C:19](=[O:24])[CH2:18]3)[O:25]1)[N:48]1[CH2:47][CH2:46][CH:45]([C:43]([c:42]2[cH:41][cH:40][c:39]([F:38])[cH:52][cH:51]2)=[O:44])[CH2:50][CH2:49]1.